Dataset: the Open Reaction Database (ORD), a public repository of structured organic reaction records. Task: describe an organic reaction: reactants, conditions, products, and yield Reactants: O=C([O-])[O-], ClCCl, O=C(OO)c1cccc(Cl)c1, O=[N+]([O-])c1ccc2c(c1)C(c1ccccn1)=CC(C(F)(F)F)(C(F)(F)F)O2, [K+], [K+]. The product is O=[N+]([O-])c1ccc2c(c1)C(c1cccc[n+]1[O-])=CC(C(F)(F)F)(C(F)(F)F)O2. RXN SMILES: [C:39](=[O:40])([O-:41])[O-:42].[CH2:45]([Cl:46])[Cl:47].[Cl:28][c:29]1[cH:30][cH:31][cH:32][c:33]([C:34]([O:35][OH:37])=[O:36])[cH:38]1.[F:1][C:2]([C:3]1([C:22]([F:23])([F:24])[F:25])[O:4][c:5]2[c:6]([cH:15][c:16]([N+:19](=[O:20])[O-:21])[cH:17][cH:18]2)[C:7]([c:9]2[n:10][cH:11][cH:12][cH:13][cH:14]2)=[CH:8]1)([F:26])[F:27].[K+:43].[K+:44]>>[F:1][C:2]([C:3]1([C:22]([F:23])([F:24])[F:25])[O:4][c:5]2[c:6]([cH:15][c:16]([N+:19](=[O:20])[O-:21])[cH:17][cH:18]2)[C:7]([c:9]2[n+:10]([O-:36])[cH:11][cH:12][cH:13][cH:14]2)=[CH:8]1)([F:26])[F:27]. Starting materials: C(C1=CC=CC=C1)=O (Benzaldehyde), C(C)(=O)O (Acetic acid), FC1(CCNCC1)F (4,4-difluoropiperidine), [C-]#N.[Na+] (NaCN). Run in CO (MeOH). The product is FC1(CCN(CC1)C(C#N)C1=CC=CC=C1)F ((4,4-difluoropiperidin-1-yl)(phenyl)acetonitrile). Reaction SMILES: [CH:1](=O)[C:2]1[CH:7]=[CH:6][CH:5]=[CH:4][CH:3]=1.[F:9][C:10]1([F:16])[CH2:15][CH2:14][NH:13][CH2:12][CH2:11]1.[C-:17]#[N:18].[Na+].C(O)(=O)C>CO>[F:9][C:10]1([F:16])[CH2:15][CH2:14][N:13]([CH:1]([C:2]2[CH:7]=[CH:6][CH:5]=[CH:4][CH:3]=2)[C:17]#[N:18])[CH2:12][CH2:11]1 |f:2.3|. Procedure details: Benzaldehyde (1.284 ml, 12.63 mmol), 4,4-difluoropiperidine (1.53 g, 12.63 mmol), and NaCN (0.619 g, 12.63 mmol) were combined in MeOH (20 ml). Acetic acid (0.759 ml, 13.26 mmol) was added dropwise over 30 min via syringe pump and the mixture heated to reflux for 2 hours. The reaction mixture was cooled to room temperature and concentrated in vacuo. The residue was partitioned between water and CH2Cl2, the aqueous portion extracted 2×CH2Cl2, and the organic portion dried (Na2SO4) and concentrate... Reactants: NC1=C(C=C(S1)C(=O)OCC)C(C1=C(C=CC=C1)Cl)=O (Ethyl 5-amino-4-(2-chlorobenzoyl)thiophene-2-carboxylate), ClCC(=O)Cl (chloroacetyl chloride), C(Cl)(Cl)Cl (chloroform). Run in O (Water). Product: ClCC(=O)NC1=C(C=C(S1)C(=O)OCC)C(C1=C(C=CC=C1)Cl)=O (ethyl 5-(2-chloroacetylamino)-4-(2-chlorobenzoyl)thiophene-2-carboxylate). As a reaction SMILES: [NH2:1][C:2]1[S:6][C:5]([C:7]([O:9][CH2:10][CH3:11])=[O:8])=[CH:4][C:3]=1[C:12](=[O:20])[C:13]1[CH:18]=[CH:17][CH:16]=[CH:15][C:14]=1[Cl:19].[Cl:21][CH2:22][C:23](Cl)=[O:24].C(Cl)(Cl)Cl>O>[Cl:21][CH2:22][C:23]([NH:1][C:2]1[S:6][C:5]([C:7]([O:9][CH2:10][CH3:11])=[O:8])=[CH:4][C:3]=1[C:12](=[O:20])[C:13]1[CH:18]=[CH:17][CH:16]=[CH:15][C:14]=1[Cl:19])=[O:24]. Procedure details: Ethyl 5-amino-4-(2-chlorobenzoyl)thiophene-2-carboxylate (280 g) and chloroacetyl chloride (218 ml) were added to chloroform (4 l), and the mixture was refluxed under heating for 2.5 hours. Water was added thereto. The organic layer was taken out, and dried over magnesium sulfate. The solvent was evaporated. Then, diisopropyl ether was added, and the resulting crystals were collected by filtration and washed with diisopropyl ether to give 325 g of ethyl 5-(2-chloroacetylamino)-4-(2-chlorobenzoyl... Reactants: ClC=1C=C(C=C(C1F)Cl)C(/C=C/C=1C=C2C=CN(C2=CC1)C(CNC(OC(C)(C)C)=O)=O)C(F)(F)F ((E)-tert-butyl 2-(5-(3-(3,5-dichloro-4-fluorophenyl)-4,4,4-trifluorobut-1-enyl)-1H-indol-1-yl)-2-oxoethylcarbamate), C(=O)(C(F)(F)F)O (TFA). The solvent is C(Cl)Cl (CH2Cl2), C(Cl)Cl (CH2Cl2). Reaction conditions: time 16 hour. Yields the product NCC(=O)N1C=CC2=CC(=CC=C12)\C=C\C(C(F)(F)F)C1=CC(=C(C(=C1)Cl)F)Cl ((E)-2-Amino-1-(5-(3-(3,5-dichloro-4-fluorophenyl)-4,4,4-trifluorobut-1-enyl)-1H-indol-1-yl)ethanone). RXN SMILES: [Cl:1][C:2]1[CH:3]=[C:4]([CH:10]([C:33]([F:36])([F:35])[F:34])/[CH:11]=[CH:12]/[C:13]2[CH:14]=[C:15]3[C:19](=[CH:20][CH:21]=2)[N:18]([C:22](=[O:32])[CH2:23][NH:24]C(=O)OC(C)(C)C)[CH:17]=[CH:16]3)[CH:5]=[C:6]([Cl:9])[C:7]=1[F:8].C(O)(C(F)(F)F)=O>C(Cl)Cl>[NH2:24][CH2:23][C:22]([N:18]1[C:19]2[C:15](=[CH:14][C:13](/[CH:12]=[CH:11]/[CH:10]([C:4]3[CH:3]=[C:2]([Cl:1])[C:7]([F:8])=[C:6]([Cl:9])[CH:5]=3)[C:33]([F:35])([F:36])[F:34])=[CH:21][CH:20]=2)[CH:16]=[CH:17]1)=[O:32]. Reported procedure: To a stirred solution of (E)-tert-butyl 2-(5-(3-(3,5-dichloro-4-fluorophenyl)-4,4,4-trifluorobut-1-enyl)-1H-indol-1-yl)-2-oxoethylcarbamate (0.05 g, 0.09 mmol) in CH2Cl2 (5.0 mL) was added TFA (0.01 mL) and the reaction was stirred at ambient temperature for 16 h. The reaction mixture was diluted with CH2Cl2 and washed with saturated NaHCO3 solution, water and brine solution. The separated CH2Cl2 layer was dried over anhydrous Na2SO4 and concentrated under reduced pressure to afford the crude ti... The reactants are N#CCC(O)Cc1cccc(C(O)c2ccccc2)c1, CC(C)=O, O=[Cr](=O)(O)O, O. Yields the product N#CCC(O)Cc1cccc(C(=O)c2ccccc2)c1. RXN SMILES: [C:6](#[N:7])[CH2:8][CH:9]([CH2:10][c:11]1[cH:12][c:13]([CH:14]([c:15]2[cH:16][cH:17][cH:18][cH:19][cH:20]2)[OH:21])[cH:22][cH:23][cH:24]1)[OH:25].[CH3:27][C:28](=[O:29])[CH3:30].[Cr:1]([OH:2])([OH:3])(=[O:4])=[O:5].[OH2:26]>>[C:6](#[N:7])[CH2:8][CH:9]([CH2:10][c:11]1[cH:12][c:13]([C:14]([c:15]2[cH:16][cH:17][cH:18][cH:19][cH:20]2)=[O:21])[cH:22][cH:23][cH:24]1)[OH:25]. The reactants are BrC1=C(N)C=CC(=C1)F (2-bromo-4-fluoroaniline), [Na+].[N+](=O)([O-])C=1C=C(C=CC1)S(=O)(=O)[O-] (m-nitrobenzene sulfonic acid sodium salt), S(O)(O)(=O)=O (sulfuric acid). The solvent is OCC(O)CO (glycerol). Conditions: temperature 150 celsius. The product is FC=1C=C2C=CC=NC2=C(C1)Br (6-Fluoro-8 bromoquinoline). Reaction SMILES: [Br:1][C:2]1[CH:8]=[C:7]([F:9])[CH:6]=[CH:5][C:3]=1[NH2:4].[Na+].[N+]([C:14]1[CH:15]=C(S([O-])(=O)=O)C=C[CH:19]=1)([O-])=O.S(=O)(=O)(O)O>OCC(CO)O>[F:9][C:7]1[CH:6]=[C:5]2[C:3](=[C:2]([Br:1])[CH:8]=1)[N:4]=[CH:15][CH:14]=[CH:19]2 |f:1.2|. Procedure: To a mixture of 2-bromo-4-fluoroaniline (commercially available, 7.0 g), glycerol (7.0 g) and m-nitrobenzene sulfonic acid sodium salt (13.0 g) was added 20 ml of 70% sulfuric acid dropwise. The reaction temperature was raised to 150° C. for 4 hr. The mixture then was cooled to room temperature, poured on ice water and filtered through celite. The filtrate was neutralized with NaOH and the resulting precipitate was collected by vacuum filtration to yield 3.47 g of the title compound as a light y... Starting materials: N#Cc1c(C(=O)O)cnn1-c1ccccn1, CN, CN(C)C=O. Yields the product CNC(=O)c1cnn(-c2ccccn2)c1C#N. As a reaction SMILES: [C:1](#[N:2])[c:3]1[c:4]([C:14](=[O:15])[OH:16])[cH:5][n:6][n:7]1-[c:8]1[n:9][cH:10][cH:11][cH:12][cH:13]1.[CH3:17][NH2:18].[O:19]=[CH:20][N:21]([CH3:22])[CH3:23]>>[C:1](#[N:2])[c:3]1[c:4]([C:14](=[O:16])[NH:18][CH3:17])[cH:5][n:6][n:7]1-[c:8]1[n:9][cH:10][cH:11][cH:12][cH:13]1.